Dataset: the Open Reaction Database (ORD), a public repository of structured organic reaction records. Task: describe an organic reaction: reactants, conditions, products, and yield The reactants are C(C)C1=C(N)C=CC=C1 (2-ethylaniline), CC(CO)C (2-methylpropan-1-ol), [I-].[K+] (potassium iodide), IrCl2, 2. Run in O (water), O (water), ClCCl (Dichloromethane). Conditions: temperature 150 celsius. The product is C(C)C1=C(NCC(C)C)C=CC=C1 (2-ethyl-N-isobutylaniline). RXN SMILES: [CH2:1]([C:3]1[CH:9]=[CH:8][CH:7]=[CH:6][C:4]=1[NH2:5])[CH3:2].[CH3:10][CH:11]([CH3:14])[CH2:12]O.[I-].[K+]>O.ClCCl>[CH2:1]([C:3]1[CH:9]=[CH:8][CH:7]=[CH:6][C:4]=1[NH:5][CH2:10][CH:11]([CH3:14])[CH3:12])[CH3:2] |f:2.3|. Procedure details: 2-ethylaniline (0.102 mL, 0.825 mmol), 2-methylpropan-1-ol (0.305 mL, 3.30 mmol), potassium iodide (274 mg, 1.650 mmol) and [Cp*IrCl2]2 (10.52 mg, 0.013 mmol) were added to a microwave vial with water (1.5 mL). This was heated, by microwaves, for 90 minutes at 150° C. Dichloromethane (10 mL) and water (10 mL) were added and the phases separated using a hydrophobic frit. The aqueous layer was further extracted with dichloromethane (15 mL). The combined organic layers were concentrated under vacuu... Starting materials: [OH-].[Na+] (NaOH), ClC1=CC=C(C=C1)C=1C=CC(=NC1)/C=C/C(=O)OCC (ethyl (E)-3-[5-(4-chloro-phenyl)-pyridin-2-yl]-acrylate), Cl (HCl). Solvent: CCO (EtOH). Conditions: time 1 hour. Product: ClC1=CC=C(C=C1)C=1C=CC(=NC1)/C=C/C(=O)O ((E)-3-[5-(4-chloro-phenyl)-pyridin-2-yl]-acrylic acid). RXN SMILES: [OH-].[Na+].[Cl:3][C:4]1[CH:9]=[CH:8][C:7]([C:10]2[CH:11]=[CH:12][C:13](/[CH:16]=[CH:17]/[C:18]([O:20]CC)=[O:19])=[N:14][CH:15]=2)=[CH:6][CH:5]=1.Cl>CCO>[Cl:3][C:4]1[CH:9]=[CH:8][C:7]([C:10]2[CH:11]=[CH:12][C:13](/[CH:16]=[CH:17]/[C:18]([OH:20])=[O:19])=[N:14][CH:15]=2)=[CH:6][CH:5]=1 |f:0.1|. Procedure: 12.6 mL aqueous NaOH (1 M) was added at RT to a suspension of 1.200 g (4.200 mmol) ethyl (E)-3-[5-(4-chloro-phenyl)-pyridin-2-yl]-acrylate (Z34a) in 50 mL EtOH and the mixture was stirred for 1 h . 12.6 mL aqueous HCl (1 M) was added at 0° C. The precipitate formed was filtered off, washed with water and dried i. vac. at 100° C. Starting materials: FC(S(=O)(=O)OS(=O)(=O)C(F)(F)F)(F)F (Trifluoromethanesulfonic anhydride), [Si](C)(C)(C(C)(C)C)OCC1(C(NC2=C(O1)C=CC(=C2)[N+](=O)[O-])=O)CO[Si](C)(C)C(C)(C)C (2,2-bis(((tert-butyldimethylsilyl)oxy)methyl)-6-nitro-2H-benzo[b][1,4]oxazin-3(4H)-one), [N-]=[N+]=[N-].[Na+] (NaN3), ice MeOH. Isolated yield 48.5%. Solvent: CC#N (MeCN). Procedure details: Trifluoromethanesulfonic anhydride (650 μL, 3.9 mmol) was added dropwise over 5 min to a stirred solution of 2,2-bis(((tert-butyldimethylsilyl)oxy)methyl)-6-nitro-2H-benzo[b][1,4]oxazin-3(4H)-one (0.62 g, 1.3 mmol) and NaN3 (0.50 g, 7.7 mmol) in MeCN (15 mL) at −10° C. (ice/MeOH bath) under nitrogen. The mixture was allowed to warm to room temperature slowly, then stirred at room temperature overnight. The mixture was then re-cooled to −10° C. and quenched by the addition of cold EtOAc (30 mL) f... Product: [Si](C)(C)(C(C)(C)C)OCC1(C=2N(C3=C(O1)C=CC(=C3)[N+](=O)[O-])N=NN2)CO[Si](C)(C)C(C)(C)C (4,4-bis(((tert-butyldimethylsilyl)oxy)methyl)-8-nitro-4H-benzo[b]tetrazolo[1,5-d][1,4]oxazine). Reaction conditions: time 8 hour. Reaction SMILES: FC(F)(F)S(OS(C(F)(F)F)(=O)=O)(=O)=O.[Si:16]([O:23][CH2:24][C:25]1([CH2:39][O:40][Si:41]([C:44]([CH3:47])([CH3:46])[CH3:45])([CH3:43])[CH3:42])[O:30][C:29]2[CH:31]=[CH:32][C:33]([N+:35]([O-:37])=[O:36])=[CH:34][C:28]=2[NH:27][C:26]1=O)([C:19]([CH3:22])([CH3:21])[CH3:20])([CH3:18])[CH3:17].[N-:48]=[N+:49]=[N-:50].[Na+]>CC#N>[Si:41]([O:40][CH2:39][C:25]1([CH2:24][O:23][Si:16]([C:19]([CH3:20])([CH3:21])[CH3:22])([CH3:17])[CH3:18])[O:30][C:29]2[CH:31]=[CH:32][C:33]([N+:35]([O-:37])=[O:36])=[CH:34][C:28]=2[N:27]2[N:48]=[N:49][N:50]=[C:26]12)([C:44]([CH3:45])([CH3:46])[CH3:47])([CH3:43])[CH3:42] |f:2.3|. Starting materials: [OH-].[Na+] (sodium hydroxide), N[C@@H](C(C)C)C(=O)O (valine), C(C1=CC=CC=C1)(=O)Cl (benzoyl chloride). Solvent: O (water). Run at temperature 30 celsius. Product: C(C1=CC=CC=C1)(=O)N[C@@H](C(C)C)C(=O)O (N-Benzoylvaline). Reaction SMILES: [NH2:1][C@H:2]([C:6]([OH:8])=[O:7])[CH:3]([CH3:5])[CH3:4].[OH-].[Na+].[C:11](Cl)(=[O:18])[C:12]1[CH:17]=[CH:16][CH:15]=[CH:14][CH:13]=1>O>[C:11]([NH:1][C@H:2]([C:6]([OH:8])=[O:7])[CH:3]([CH3:5])[CH3:4])(=[O:18])[C:12]1[CH:17]=[CH:16][CH:15]=[CH:14][CH:13]=1 |f:1.2|. Procedure: Dissolve 0.1 mol (11.7 g) of valine in 50 ml of water, add 0.25 mol of sodium hydroxide in aqueous solution, heat to 30° C. and then add dropwise 0.15 mol (17.5 ml) of benzoyl chloride. Wash the aqueous solution with ether, acidify and suction off the N-benzoylvaline crystals. Reactants: C(C1=CC=CC=C1)(=O)C1=C(C(=O)O)C=C(C(=C1)Cl)Cl (2-benzoyl-4,5-dichlorobenzoic acid), C(C1=CC=CC=C1)(=O)C1=C(C(=O)O)C=C(C(=C1)C)C (2-benzoyl-4,5-dimethylbenzoic acid). Product: ClC=1C=C2C(=C(OC(=O)C2=CC1Cl)C(=O)O)C1=CC=CC=C1 (6,7-dichloro-4-phenylisocoumarin-3-carboxylic acid). As a reaction SMILES: [C:1]([C:9]1[CH:17]=[C:16]([Cl:18])[C:15]([Cl:19])=[CH:14][C:10]=1[C:11]([OH:13])=[O:12])(=O)[C:2]1[CH:7]=[CH:6][CH:5]=[CH:4][CH:3]=1.C(C1C=C(C)C(C)=C[C:29]=1[C:30]([OH:32])=[O:31])(=O)C1C=CC=CC=1>>[Cl:18][C:16]1[CH:17]=[C:9]2[C:10](=[CH:14][C:15]=1[Cl:19])[C:11](=[O:12])[O:13][C:29]([C:30]([OH:32])=[O:31])=[C:1]2[C:2]1[CH:7]=[CH:6][CH:5]=[CH:4][CH:3]=1. Reported procedure: Using 2-benzoyl-4,5-dichlorobenzoic acid in lieu of 2-benzoyl-4,5-dimethylbenzoic acid, the procedure of Step 1 of Reference Example 1 was otherwise repeated to provide 6,7-dichloro-4-phenylisocoumarin-3-carboxylic acid [m.p. 243°-244° C. (recrystallized from ethyl acetate-isopropyl ether)]. This compound was reacted and treated in the same manner as in Step 2 of Reference Example 1 to provide the title compound as colorless crystals.